Dataset: the Open Reaction Database (ORD), a public repository of structured organic reaction records. Task: describe an organic reaction: reactants, conditions, products, and yield Reactants: O (water), P(=O)(O)([O-])[O-].[Na+].[Na+] (sodium hydrogenphosphate), CO.O1CCCC1 (methanol tetrahydrofuran), C=C1COC2=C(C(C1)S(=O)(=O)C1=CC=CC=C1)C=C(C=C2)C(=O)OC (methyl 3-methylene-5-(phenylsulfonyl)-2,3,4,5-tetrahydro-1-benzoxepin-7-carboxylate). The reagents and catalysts are [Na].[Hg] (sodium amalgam). Solvent: ClCCl (dichloromethane), 1/1. Reaction conditions: time 4 hour. Product: C=C1COC2=C(CC1)C=C(C=C2)C(=O)OC (methyl 3-methylene-2,3,4,5-tetrahydro-1-benzoxepin-7-carboxylate). As a reaction SMILES: [CH2:1]=[C:2]1[CH2:8][CH:7](S(C2C=CC=CC=2)(=O)=O)[C:6]2[CH:18]=[C:19]([C:22]([O:24][CH3:25])=[O:23])[CH:20]=[CH:21][C:5]=2[O:4][CH2:3]1.P([O-])([O-])(O)=O.[Na+].[Na+].CO.O1CCCC1.O>[Na].[Hg].ClCCl>[CH2:1]=[C:2]1[CH2:8][CH2:7][C:6]2[CH:18]=[C:19]([C:22]([O:24][CH3:25])=[O:23])[CH:20]=[CH:21][C:5]=2[O:4][CH2:3]1 |f:1.2.3,4.5,7.8,^1:40|. Reported procedure: 728 mg (0.95 mmol) of 3% sodium amalgam are added portionwise at 0° C. to a suspension of 85 mg (0.23 mmol) of methyl 3-methylene-5-(phenylsulfonyl)-2,3,4,5-tetrahydro-1-benzoxepin-7-carboxylate, prepared according to example 1, and of 116 mg (0.95 mmol) of sodium hydrogenphosphate in 10 ml of a 1/1 methanol/tetrahydrofuran binary mixture. The reaction medium is subsequently stirred at ambient temperature for 4 hours. After addition of water and dichloromethane and filtering off the mercury, the... Starting materials: [OH-].C(C1=CC=CC=C1)[N+](C)(C)C (benzyltrimethylammonium hydroxide), C(#N)C=1C=C2C3C(C(OC2=CC1)(C)C)O3 (6-cyano-2,2-dimethyl-3,4-epoxychromane), OC=1N=NC=CC1 (3-hydroxypyridazine), methanolic solution. The solvent is O1CCOCC1 (dioxane). Yields the product C(#N)C=1C=C2[C@H]([C@@H](C(OC2=CC1)(C)C)O)N1N=CC=CC1=O (trans-6-Cyano-4-(1,6-dihydro-6-oxopyridazin-1-yl)-2,2-dimethylchroman-3-ol). Yield: 60.9%. As a reaction SMILES: [C:1]([C:3]1[CH:4]=[C:5]2[C:10](=[CH:11][CH:12]=1)[O:9][C:8]([CH3:14])([CH3:13])[CH:7]1[O:15][CH:6]21)#[N:2].[OH:16][C:17]1[N:18]=[N:19][CH:20]=[CH:21][CH:22]=1.[OH-].C([N+](C)(C)C)C1C=CC=CC=1>O1CCOCC1>[C:1]([C:3]1[CH:4]=[C:5]2[C:10](=[CH:11][CH:12]=1)[O:9][C:8]([CH3:14])([CH3:13])[C@@H:7]([OH:15])[C@@H:6]2[N:18]1[C:17](=[O:16])[CH:22]=[CH:21][CH:20]=[N:19]1)#[N:2] |f:2.3|. Procedure: 1 g of 6-cyano-2,2-dimethyl-3,4-epoxychromane and 1 g of 3-hydroxypyridazine are refluxed for 20 hours in 5 ml of dioxane, in the presence of 0.20 ml of a methanolic solution containing 35% of benzyltrimethylammonium hydroxide. The mixture is concentrated under vacuum and the residue is then triturated in 20 ml of water; the precipitate obtained is filtered off, washed with water and isopropyl ether and then recrystallized from 10 ml of isopropyl alcohol to give 0.9 g of the expected product. Procedure details: A solution of 1-[1-(4-chlorophenyl)cyclobutyl]-1-dimethylamino-3-methylbutan-2-one in the form in the from of its free base (4 g prepared as described in Example 49) in industrial methylated spirit (18 ml) was added dropwise to a stirred suspension of sodium borohydride (0.7 g) in industrial methylated spirit (40 ml) and the mixture was stirred for 16 hours. Sodium borohydride (0.7 g) was added and the mixture heated under reflux for 3 hours. After cooling the mixture was poured into water and a... The solvent is industrial methylated spirit, O (water), CC(C)O (propan-2-ol), industrial methylated spirit. Product: Cl.ClC1=CC=C(C=C1)C1(CCC1)C(C(C(C)C)O)N(C)C (1-[1-(4-chlorophenyl)cyclobutyl]-1-dimethylamino-3-methylbutan-2 -ol hydrochloride). Starting materials: [BH4-].[Na+] (sodium borohydride), S(O)(O)(=O)=O (sulphuric acid), [OH-].[Na+] (Sodium hydroxide), hydrochloride salt, Cl (hydrochloric acid), [BH4-].[Na+] (Sodium borohydride), ClC1=CC=C(C=C1)C1(CCC1)C(C(C(C)C)=O)N(C)C (1-[1-(4-chlorophenyl)cyclobutyl]-1-dimethylamino-3-methylbutan-2-one). As a reaction SMILES: [Cl:1][C:2]1[CH:7]=[CH:6][C:5]([C:8]2([CH:12]([N:18]([CH3:20])[CH3:19])[C:13](=[O:17])[CH:14]([CH3:16])[CH3:15])[CH2:11][CH2:10][CH2:9]2)=[CH:4][CH:3]=1.[BH4-].[Na+].S(=O)(=O)(O)O.[OH-].[Na+].Cl>CC(O)C.O>[ClH:1].[Cl:1][C:2]1[CH:3]=[CH:4][C:5]([C:8]2([CH:12]([N:18]([CH3:20])[CH3:19])[CH:13]([OH:17])[CH:14]([CH3:15])[CH3:16])[CH2:9][CH2:10][CH2:11]2)=[CH:6][CH:7]=1 |f:1.2,4.5,9.10|. Run at time 16 hour. Starting materials: O1[C@H](CCC1)C(=O)O ((R)-(+)-tetrahydrofuroic acid), Cl.COC=1C=C2C(=NC=NC2=CC1OC)NC1=CC(=C(C=C1)OC1CCNCC1)C ((6,7-dimethoxy-quinazolin-4-yl)-[3-methyl-4-(piperidin-4-yloxy)-phenyl]-amine hydrochloride). The solvent is CN(C=O)C (N,N-dimethylformamide). Run at time 30 minute. The product is COC=1C=C2C(=NC=NC2=CC1OC)NC1=CC(=C(OC2CCN(CC2)C(=O)C2OCCC2)C=C1)C ({4-[4-(6,7-Dimethoxy-quinazolin-4-ylamino)-2-methyl-phenoxy]-piperidin-1-yl}-(tetrahydro-furan-2-yl)-methanone). Reaction SMILES: [O:1]1[CH2:5][CH2:4][CH2:3][C@@H:2]1[C:6]([OH:8])=O.Cl.[CH3:10][O:11][C:12]1[CH:13]=[C:14]2[C:19](=[CH:20][C:21]=1[O:22][CH3:23])[N:18]=[CH:17][N:16]=[C:15]2[NH:24][C:25]1[CH:30]=[CH:29][C:28]([O:31][CH:32]2[CH2:37][CH2:36][NH:35][CH2:34][CH2:33]2)=[C:27]([CH3:38])[CH:26]=1>CN(C)C=O>[CH3:10][O:11][C:12]1[CH:13]=[C:14]2[C:19](=[CH:20][C:21]=1[O:22][CH3:23])[N:18]=[CH:17][N:16]=[C:15]2[NH:24][C:25]1[CH:30]=[CH:29][C:28]([O:31][CH:32]2[CH2:37][CH2:36][N:35]([C:6]([CH:2]3[CH2:3][CH2:4][CH2:5][O:1]3)=[O:8])[CH2:34][CH2:33]2)=[C:27]([CH3:38])[CH:26]=1 |f:1.2|. Procedure: To a solution of 1,1′-carbonyldiimidizole (41.38 mg, 0.255 mmol) in N,N-dimethylformamide (1 mL) was added (R)-(+)-tetrahydrofuroic acid (29.6 mg, 0.255 mmol). The reaction was stirred at room temperature for 30 minutes then (6,7-dimethoxy-quinazolin-4-yl)-[3-methyl-4-(piperidin-4-yloxy)-phenyl]-amine hydrochloride was added. The reaction was stirred at room temperature overnight. The following day, the reaction was filtered through a 0.45 μm PTFE membrane filter and purified by preparatory HPLC... Starting materials: CS(C)=O, O=c1[nH][nH]c2cc(Nc3nc(Nc4cc(C5CC5)n[nH]4)c4cc(I)ccc4n3)ccc12, [K+], O, OB(O)c1ccccc1, [O-]c1ccccc1. Yields the product O=c1[nH][nH]c2cc(Nc3nc(Nc4cc(C5CC5)n[nH]4)c4cc(-c5ccccc5)ccc4n3)ccc12. Reaction SMILES: [CH3:41][S:42]([CH3:43])=[O:44].[CH:1]1([c:4]2[cH:5][c:6]([NH:9][c:10]3[n:11][c:12]([NH:21][c:22]4[cH:23][cH:24][c:25]5[c:26](=[O:31])[nH:27][nH:28][c:29]5[cH:30]4)[n:13][c:14]4[cH:15][cH:16][c:17]([I:20])[cH:18][c:19]34)[nH:7][n:8]2)[CH2:2][CH2:3]1.[K+:52].[OH2:53].[c:32]1([B:38]([OH:39])[OH:40])[cH:33][cH:34][cH:35][cH:36][cH:37]1.[c:45]1([O-:46])[cH:47][cH:48][cH:49][cH:50][cH:51]1>>[CH:1]1([c:4]2[cH:5][c:6]([NH:9][c:10]3[n:11][c:12]([NH:21][c:22]4[cH:23][cH:24][c:25]5[c:26](=[O:31])[nH:27][nH:28][c:29]5[cH:30]4)[n:13][c:14]4[cH:15][cH:16][c:17](-[c:32]5[cH:33][cH:34][cH:35][cH:36][cH:37]5)[cH:18][c:19]34)[nH:7][n:8]2)[CH2:2][CH2:3]1. The product is C(#N)C=1C(=NC(=NC1)NC1=CC2=C(C=C1)OCCO2)NC(C2=CC=CC=C2)C(=O)OC (5-cyano-N2-(3,4-ethylenedioxyphenyl)-N4-(methoxycarbonylbenzyl)-2,4-pyrimidinediamine). RXN SMILES: [CH2:1]1[CH2:10][O:9][C:8]2[CH:7]=[CH:6][C:5]([NH:11]C3C(F)=CN=C(NC4C=CC=C(O)C=4)N=3)=[CH:4][C:3]=2[O:2]1.Cl[C:28]1[N:33]=[C:32]([NH:34][CH:35]([C:42]([O:44][CH3:45])=[O:43])[C:36]2[CH:41]=[CH:40][CH:39]=[CH:38][CH:37]=2)[C:31]([C:46]#[N:47])=[CH:30][N:29]=1.C1COC2C=CC(N)=CC=2O1>>[C:46]([C:31]1[C:32]([NH:34][CH:35]([C:42]([O:44][CH3:45])=[O:43])[C:36]2[CH:41]=[CH:40][CH:39]=[CH:38][CH:37]=2)=[N:33][C:28]([NH:11][C:5]2[CH:6]=[CH:7][C:8]3[O:9][CH2:10][CH2:1][O:2][C:3]=3[CH:4]=2)=[N:29][CH:30]=1)#[N:47]. Procedure: In a manner similar to the preparation of N4-(3,4-ethylenedioxyphenyl)-5-fluoro-N2-(3-hydroxyphenyl)-2,4-pyrimidinediamine, 2-chloro-5-cyano-N4-(methoxycarbonylbenzyl)-4-pyrimidineamine and 3,4-ethylenedioxyaniline were reacted to yield 5-cyano-N2-(3,4-ethylenedioxyphenyl)-N4-(methoxycarbonylbenzyl)-2,4-pyrimidinediamine. 1H NMR (CDCl3): δ 8.23 (s, 1H), 7.41–7.32 (m, 5H), 7.01 (d, 1H, J=3.0 Hz), 6.86–6.71 (m, 3H), 6.54 (bs, 1H), 5.48 (d, 1H, J=6.3 Hz), 4.31 (bs, 4H), 3.68 (s, 3H); LCMS: ret. tim... Starting materials: C1OC=2C=C(C=CC2OC1)NC1=NC(=NC=C1F)NC1=CC(=CC=C1)O (N4-(3,4-ethylenedioxyphenyl)-5-fluoro-N2-(3-hydroxyphenyl)-2,4-pyrimidinediamine), ClC1=NC=C(C(=N1)NC(C1=CC=CC=C1)C(=O)OC)C#N (2-chloro-5-cyano-N4-(methoxycarbonylbenzyl)-4-pyrimidineamine), C1OC=2C=C(N)C=CC2OC1 (3,4-ethylenedioxyaniline). The reactants are C(C)OC(=O)N1C[C@H]([C@H](CC1)OC1=CC=C(C=C1)F)C1=CC=CC=C1 (cis-1-ethoxycarbonyl-4-(4-fluorophenoxy)-3-phenylpiperidine), C(C)O (ethanol), [OH-].[Na+] (sodium hydroxide), Cl (hydrogen chloride). Run in CCOCC (ether), C(C)(=O)OCC (ethyl acetate). Conditions: time 8 hour. Yields the product Cl.FC1=CC=C(O[C@@H]2[C@@H](CNCC2)C2=CC=CC=C2)C=C1 (Cis-4-(4-fluorophenoxy)-3-phenylpiperidine hydrochloride). As a reaction SMILES: C(OC([N:6]1[CH2:11][CH2:10][C@H:9]([O:12][C:13]2[CH:18]=[CH:17][C:16]([F:19])=[CH:15][CH:14]=2)[C@H:8]([C:20]2[CH:25]=[CH:24][CH:23]=[CH:22][CH:21]=2)[CH2:7]1)=O)C.C(O)C.[OH-].[Na+].[ClH:31]>CCOCC.C(OCC)(=O)C>[ClH:31].[F:19][C:16]1[CH:15]=[CH:14][C:13]([O:12][C@H:9]2[CH2:10][CH2:11][NH:6][CH2:7][C@H:8]2[C:20]2[CH:25]=[CH:24][CH:23]=[CH:22][CH:21]=2)=[CH:18][CH:17]=1 |f:2.3,7.8|. Reported procedure: A mixture of 3.62 g of cis-1-ethoxycarbonyl-4-(4-fluorophenoxy)-3-phenylpiperidine, 52 ml of absolute ethanol and 28 ml of 20% sodium hydroxide solution is refluxed overnight under nitrogen. The ethanol is then removed in vacuo and the aqueous residue partitioned between water (50 ml) and ether (100 ml). The phases are separated and the aqueous phase extracted with 2×100 ml of ether. The combined ether extracts are washed with 100 ml of saturated sodium chloride solution and dried overnight over... Starting materials: BrC=1C=C(C=C(C1)OC(F)(F)F)C1OCCO1 (2-(3-Bromo-5-(trifluoromethoxy)phenyl)-1,3-dioxolane), C(C)(C)N1CCNCC1 (isopropylpiperazine), C1(=CC=CC=C1)P(C1=C(C2=CC=CC=C2C=C1)C1=C(C=CC2=CC=CC=C12)P(C1=CC=CC=C1)C1=CC=CC=C1)C1=CC=CC=C1 (racemic-2,2′-bis(diphenylphosphino)-1,1′-binaphthyl), C([O-])([O-])=O.[Cs+].[Cs+] (cesium carbonate). Reagents/catalysts: C=1C=CC(=CC1)/C=C/C(=O)/C=C/C2=CC=CC=C2.C=1C=CC(=CC1)/C=C/C(=O)/C=C/C2=CC=CC=C2.C=1C=CC(=CC1)/C=C/C(=O)/C=C/C2=CC=CC=C2.[Pd].[Pd] (Tris(dibenzylideneacetone)dipalladium(0)). The solvent is C1(=CC=CC=C1)C (toluene). Reaction conditions: temperature 100 celsius. Yields the product O1C(OCC1)C=1C=C(C=C(C1)OC(F)(F)F)N1CCN(CC1)C(C)C (1-(3-(1,3-Dioxolan-2-yl)-5-(trifluoromethoxy)phenyl)-4-isopropylpiperazine). Isolated yield 69.8%. As a reaction SMILES: Br[C:2]1[CH:3]=[C:4]([CH:13]2[O:17][CH2:16][CH2:15][O:14]2)[CH:5]=[C:6]([O:8][C:9]([F:12])([F:11])[F:10])[CH:7]=1.[CH:18]([N:21]1[CH2:26][CH2:25][NH:24][CH2:23][CH2:22]1)([CH3:20])[CH3:19].C1(P(C2C=CC=CC=2)C2C=CC3C(=CC=CC=3)C=2C2C3C(=CC=CC=3)C=CC=2P(C2C=CC=CC=2)C2C=CC=CC=2)C=CC=CC=1.C(=O)([O-])[O-].[Cs+].[Cs+]>C1C=CC(/C=C/C(/C=C/C2C=CC=CC=2)=O)=CC=1.C1C=CC(/C=C/C(/C=C/C2C=CC=CC=2)=O)=CC=1.C1C=CC(/C=C/C(/C=C/C2C=CC=CC=2)=O)=CC=1.[Pd].[Pd].C1(C)C=CC=CC=1>[O:14]1[CH2:15][CH2:16][O:17][CH:13]1[C:4]1[CH:3]=[C:2]([N:24]2[CH2:25][CH2:26][N:21]([CH:18]([CH3:20])[CH3:19])[CH2:22][CH2:23]2)[CH:7]=[C:6]([O:8][C:9]([F:12])([F:11])[F:10])[CH:5]=1 |f:3.4.5,6.7.8.9.10|. Procedure details: Tris(dibenzylideneacetone)dipalladium(0) (363 mg, 0.396 mmol) was added to a suspension of 2-(3-bromo-5-(trifluoromethoxy)phenyl)-1,3-dioxolane (21, 1.24 g, 3.96 mmol), isopropylpiperazine (610 mg, 4.75 mmol), racemic-2,2′-bis(diphenylphosphino)-1,1′-binaphthyl (rac-BINAP, 345 mg, 0.554 mmol), cesium carbonate (2.58 g, 7.92 mmol) and anhydrous toluene (50 mL). The mixture was placed under nitrogen and heated to 100° C. for 17 h. The solvent was removed in vacuo and methanol (30 mL) and silica ge...